The task is: describe an organic reaction: reactants, conditions, products, and yield. This data is from the Open Reaction Database (ORD), a public repository of structured organic reaction records. Starting materials: EtOAc-hexanes, C(CC1=CC(OC)=C(O)C=C1)O (homovanillyl alcohol), C(C1=CC=CC=C1)Br (benzyl bromide), [OH-].[Na+] (NaOH). As a reaction SMILES: [CH2:1]([OH:12])[CH2:2][C:3]1[CH:11]=[CH:10][C:8]([OH:9])=[C:5]([O:6][CH3:7])[CH:4]=1.[CH2:13](Br)[C:14]1[CH:19]=[CH:18][CH:17]=[CH:16][CH:15]=1.[OH-].[Na+]>C(O)C>[CH2:13]([O:9][C:8]1[CH:10]=[CH:11][C:3]([CH2:2][CH2:1][OH:12])=[CH:4][C:5]=1[O:6][CH3:7])[C:14]1[CH:19]=[CH:18][CH:17]=[CH:16][CH:15]=1 |f:2.3|. Solvent: C(C)O (ethanol). Product: C(C1=CC=CC=C1)OC1=C(C=C(CCO)C=C1)OC (4-Benzyloxy-3-methoxyphenethyl alcohol). Procedure details: A mixture of homovanillyl alcohol (100 mmol, 17.0 g), benzyl bromide (105 mmol, 18.33 g) and 5M aqueous NaOH (24 mL) in ethanol (200 mL) was refluxed for 6 h. The organic solvent was evaporated in vacuo. The residue was partitioned between brine (200 mL) and diethyl ether (200 mL). The aqueous layer was separated from the organic layer and extracted again with ether. The combined organic layers were dried over MgSO4 and the solvent was evaporated in vacuo. Purification by dry-column chromatograp... Isolated yield 80.0%.